From a dataset of the Open Reaction Database (ORD), a public repository of structured organic reaction records. describe an organic reaction: reactants, conditions, products, and yield The reactants are C(C1=CC=CC=C1)OC=1C=C(C=C(C1)C)C1=NOC(C1)(C(=O)OC(C)(C)C)CC(=O)OC(C)(C)C (tert-butyl 3-(3-(benzyloxy)-5-methylphenyl)-5-(2-tert-butoxy-2-oxoethyl)-4,5-dihydro-1,2-oxazole-5-carboxylate), [H][H] (hydrogen). The reagents and catalysts are [Pd] (Pd/C). Run in C1CCOC1 (THF). Product: C(C)(C)(C)OC(CC1(CC(=NO1)C1=CC(=CC(=C1)C)O)C(=O)OC(C)(C)C)=O (tert-Butyl 5-(2-tert-butoxy-2-oxoethyl)-3-(3-hydroxy-5-methylphenyl)-4,5-dihydro-1,2-oxazole-5-carboxylate). Isolated yield 91.3%. Reaction SMILES: C([O:8][C:9]1[CH:10]=[C:11]([C:16]2[CH2:20][C:19]([CH2:28][C:29]([O:31][C:32]([CH3:35])([CH3:34])[CH3:33])=[O:30])([C:21]([O:23][C:24]([CH3:27])([CH3:26])[CH3:25])=[O:22])[O:18][N:17]=2)[CH:12]=[C:13]([CH3:15])[CH:14]=1)C1C=CC=CC=1.[H][H]>[Pd].C1COCC1>[C:32]([O:31][C:29](=[O:30])[CH2:28][C:19]1([C:21]([O:23][C:24]([CH3:27])([CH3:26])[CH3:25])=[O:22])[O:18][N:17]=[C:16]([C:11]2[CH:12]=[C:13]([CH3:15])[CH:14]=[C:9]([OH:8])[CH:10]=2)[CH2:20]1)([CH3:34])([CH3:35])[CH3:33]. Reported procedure: A mixture of tert-butyl 3-(3-(benzyloxy)-5-methylphenyl)-5-(2-tert-butoxy-2-oxoethyl)-4,5-dihydro-1,2-oxazole-5-carboxylate (674 mg), 10% Pd/C (containing about 55% water, 67 mg), and THF (7 mL) was stirred overnight at room temperature in a hydrogen atmosphere. The catalyst was filtered off, and then, the filtrate was concentrated under reduced pressure. The residue was purified by silica gel column chromatography (ethyl acetate/hexane) to obtain the title compound (500 mg). Reactants: COC(=O)C1(C)CCOc2cc(F)c(C#N)cc21, CN1CCCC1=O, O=C(NCCc1ccc(Cl)cc1)c1ccc(O)cc1, [K+], [K+], O=C([O-])[O-]. Product: COC(=O)C1(C)CCOc2cc(Oc3ccc(C(=O)NCCc4ccc(Cl)cc4)cc3)c(C#N)cc21. Reaction SMILES: [C:1](#[N:2])[c:3]1[cH:4][c:5]2[c:10]([cH:11][c:12]1[F:13])[O:9][CH2:8][CH2:7][C:6]2([C:14](=[O:15])[O:16][CH3:17])[CH3:18].[CH3:44][N:45]1[CH2:46][CH2:47][CH2:48][C:49]1=[O:50].[Cl:25][c:26]1[cH:27][cH:28][c:29]([CH2:30][CH2:31][NH:32][C:33]([c:34]2[cH:35][cH:36][c:37]([OH:40])[cH:38][cH:39]2)=[O:41])[cH:42][cH:43]1.[K+:19].[K+:20].[O-:21][C:22]([O-:23])=[O:24]>>[C:1](#[N:2])[c:3]1[cH:4][c:5]2[c:10]([cH:11][c:12]1[O:40][c:37]1[cH:36][cH:35][c:34]([C:33]([NH:32][CH2:31][CH2:30][c:29]3[cH:28][cH:27][c:26]([Cl:25])[cH:43][cH:42]3)=[O:41])[cH:39][cH:38]1)[O:9][CH2:8][CH2:7][C:6]2([C:14](=[O:15])[O:16][CH3:17])[CH3:18]. Reactants: C(C=CC)Cl (Crotyl chloride), C1CCOC1 (THF), ice water, CC(C)(C)O (t-BuOH), C1CCOC1 (THF), [Li]CCCC (n-BuLi). Conditions: time 40 minute. Product: C(\C=C\C)(=O)OC(C)(C)C (t-butyl crotonate). As a reaction SMILES: [CH3:1][C:2]([OH:5])([CH3:4])[CH3:3].[Li]CCCC.C(Cl)C=CC.[CH2:16]1[CH2:20][O:19][CH2:18][CH2:17]1>>[C:18]([O:5][C:2]([CH3:4])([CH3:3])[CH3:1])(=[O:19])/[CH:17]=[CH:16]/[CH3:20]. Reported procedure: A solution of t-BuOH (0.50 mol, 37.1 g, 47.8 mls) in THF (500 mls) is cooled to 5° C.; then over a 30 minute period n-BuLi (0.56 mol., 350 ml, 1.6 M) is added to the solution. The resulting mixture is stirred for 40 minutes at room temperature. Crotyl chloride (0.50 mol., 52.3 g, 47.9 mls) in THF (250 mls) is added to the reaction mixture at room temperature over a 15 minute period. The resulting mixture is heated under reflux for 50 minutes. The reaction mixture is cooled to 0° C. and ice-water...